From a dataset of the Open Reaction Database (ORD), a public repository of structured organic reaction records. describe an organic reaction: reactants, conditions, products, and yield The reactants are [Cl-].C1(CCCC1)C[NH2+]CCCl (N-cyclopentylmethyl-N-(2-chloroethyl)ammonium chloride), ClC1=C(C=CC=C1Cl)N=C=S (2,3-dichlorophenyl isothiocyanate). The product is ClC1=C(C=CC=C1Cl)N=C1SCCN1CC1CCCC1 (2-(2,3-dichlorophenylimino)-3-(cyclopentylmethyl)-1,3-thiazolidine). Reaction SMILES: [Cl-].[CH:2]1([CH2:7][NH2+:8][CH2:9][CH2:10]Cl)[CH2:6][CH2:5][CH2:4][CH2:3]1.[Cl:12][C:13]1[C:18]([Cl:19])=[CH:17][CH:16]=[CH:15][C:14]=1[N:20]=[C:21]=[S:22]>>[Cl:12][C:13]1[C:18]([Cl:19])=[CH:17][CH:16]=[CH:15][C:14]=1[N:20]=[C:21]1[N:8]([CH2:7][CH:2]2[CH2:3][CH2:4][CH2:5][CH2:6]2)[CH2:9][CH2:10][S:22]1 |f:0.1|. Reported procedure: 2-Hydroxyethylamine was reacted with cyclopentylmethyl bromide according to Method B2a to give N-cyclopentylmethyl-N-(2-hydroxyethyl)amine. The alcohol was reacted with SOCl2 according to Method B7c to give N-cyclopentylmethyl-N-(2-chloroethyl)ammonium chloride. The chloroethylamine was reacted with 2,3-dichlorophenyl isothiocyanate to give 2-(2,3-dichlorophenylimino)-3-(cyclopentylmethyl)-1,3-thiazolidine. Reactants: NCCOCc1ccccc1, CCO, Cl, CS(=O)(=O)Nn1c(=O)[nH]c2cc([N+](=O)[O-])c(F)cc2c1=O. Yields the product CS(=O)(=O)Nn1c(=O)[nH]c2cc([N+](=O)[O-])c(NCCOCc3ccccc3)cc2c1=O. Reaction SMILES: [CH2:22]([c:23]1[cH:24][cH:25][cH:26][cH:27][cH:28]1)[O:29][CH2:30][CH2:31][NH2:32].[CH3:34][CH2:35][OH:36].[ClH:33].[F:1][c:2]1[cH:3][c:4]2[c:5](=[O:21])[n:6]([NH:16][S:17](=[O:18])(=[O:19])[CH3:20])[c:7](=[O:15])[nH:8][c:9]2[cH:10][c:11]1[N+:12](=[O:13])[O-:14]>>[c:2]1([NH:32][CH2:31][CH2:30][O:29][CH2:22][c:23]2[cH:24][cH:25][cH:26][cH:27][cH:28]2)[cH:3][c:4]2[c:5](=[O:21])[n:6]([NH:16][S:17](=[O:18])(=[O:19])[CH3:20])[c:7](=[O:15])[nH:8][c:9]2[cH:10][c:11]1[N+:12](=[O:13])[O-:14]. Starting materials: CC(C)(C)OC(=O)N1CCCC(CCBr)C1, CN(C)C=O, CC(C)(C)OC(=O)N1CCCC(CCCn2c(COc3ccc(Cl)cc3)nc3c(O)cccc32)C1, [H-], [Na+]. Product: CC(C)(C)OC(=O)N1CCCC(CCCn2c(COc3ccc(Cl)cc3)nc3c(OCCC4CCCN(C(=O)OC(C)(C)C)C4)cccc32)C1. RXN SMILES: [C:38]([CH3:39])([CH3:40])([CH3:41])[O:42][C:43](=[O:44])[N:45]1[CH2:46][CH:47]([CH2:51][CH2:52][Br:53])[CH2:48][CH2:49][CH2:50]1.[CH3:54][N:55]([CH3:56])[CH:57]=[O:58].[Cl:1][c:2]1[cH:3][cH:4][c:5]([O:6][CH2:7][c:8]2[n:9][c:10]3[c:11]([n:12]2[CH2:13][CH2:14][CH2:15][CH:16]2[CH2:17][N:18]([C:22](=[O:23])[O:24][C:25]([CH3:26])([CH3:27])[CH3:28])[CH2:19][CH2:20][CH2:21]2)[cH:29][cH:30][cH:31][c:32]3[OH:33])[cH:34][cH:35]1.[H-:36].[Na+:37]>>[Cl:1][c:2]1[cH:3][cH:4][c:5]([O:6][CH2:7][c:8]2[n:9][c:10]3[c:11]([n:12]2[CH2:13][CH2:14][CH2:15][CH:16]2[CH2:17][N:18]([C:22](=[O:23])[O:24][C:25]([CH3:26])([CH3:27])[CH3:28])[CH2:19][CH2:20][CH2:21]2)[cH:29][cH:30][cH:31][c:32]3[O:33][CH2:52][CH2:51][CH:47]2[CH2:46][N:45]([C:43]([O:42][C:38]([CH3:39])([CH3:40])[CH3:41])=[O:44])[CH2:50][CH2:49][CH2:48]2)[cH:34][cH:35]1. Reactants: C1CCN2CCC(CC12)C1=CNC2=NC=CC=C12 (3-(octahydro-7-indolizinyl)-1H-7-azaindole), C1(=CC=CC=C1)S(=O)(=O)Cl (benzenesulfonyl chloride), C[Si](C)(C)[N-][Si](C)(C)C.[Na+] (NaN(TMS)2). The solvent is C1CCOC1 (THF). The product is C1CCN2CCC(CC12)C1=CN(C2=NC=CC=C12)S(=O)(=O)C1=CC=CC=C1 (3-(Octahydro-7-indolizinyl)-1-benzenesulfonyl-7-azaindole). RXN SMILES: [CH2:1]1[CH:9]2[N:4]([CH2:5][CH2:6][CH:7]([C:10]3[C:18]4[C:13](=[N:14][CH:15]=[CH:16][CH:17]=4)[NH:12][CH:11]=3)[CH2:8]2)[CH2:3][CH2:2]1.[C:19]1([S:25](Cl)(=[O:27])=[O:26])[CH:24]=[CH:23][CH:22]=[CH:21][CH:20]=1.C[Si]([N-][Si](C)(C)C)(C)C.[Na+]>C1COCC1>[CH2:1]1[CH:9]2[N:4]([CH2:5][CH2:6][CH:7]([C:10]3[C:18]4[C:13](=[N:14][CH:15]=[CH:16][CH:17]=4)[N:12]([S:25]([C:19]4[CH:24]=[CH:23][CH:22]=[CH:21][CH:20]=4)(=[O:27])=[O:26])[CH:11]=3)[CH2:8]2)[CH2:3][CH2:2]1 |f:2.3|. Procedure: from 3-(octahydro-7-indolizinyl)-1H-7-azaindole (less polar isomer) (10 mg, 0.0415 mmol), benzenesulfonyl chloride (10 μL, 0.0784 mmol) and 1M NaN(TMS)2 (100 μL, 0.10 mmol) in THF (0.5 mL) at RT. Reactants: C(C1=CC=CC=C1)NCCC(COC1=CC=CC=C1)(C1=CC=CC=C1)O (N-benzyl-3-hydroxy-3-phenyl-4-phenoxybutylamine), ( c ), C(=O)O (formic acid), C=O (formaldehyde). Solvent: C(C)O (ethanol). Conditions: time 3 hour. Product: CNCCC(COC1=CC=CC=C1)(C1=CC=CC=C1)O (N-methyl-3-hydroxy-3-phenyl-4-phenoxybutylamine). Isolated yield 62.4%. Reaction SMILES: [CH2:1]([NH:8][CH2:9][CH2:10][C:11]([OH:26])([C:20]1[CH:25]=[CH:24][CH:23]=[CH:22][CH:21]=1)[CH2:12][O:13][C:14]1[CH:19]=[CH:18][CH:17]=[CH:16][CH:15]=1)C1C=CC=CC=1.C(O)=O.C=O>C(O)C>[CH3:1][NH:8][CH2:9][CH2:10][C:11]([OH:26])([C:20]1[CH:21]=[CH:22][CH:23]=[CH:24][CH:25]=1)[CH2:12][O:13][C:14]1[CH:15]=[CH:16][CH:17]=[CH:18][CH:19]=1. Procedure: 45 g (0.13 mole) of N-benzyl-3-hydroxy-3-phenyl-4-phenoxybutylamine prepared as described in (c) were dissolved in 400 ml of ethanol, and 7.8 g of formic acid and 20 g of 35% strength formaldehyde solution were added in succession at the boiling point. After 3 hours, the alcohol was distilled off, 200 ml of 2N sodium hydroxide solution were added to the residue and the mixture was extracted with 3 times 2 ml of ether. The solution was dried and then evaporated down, the residue was taken up in 2... Reactants: C1CCOC1, C#CC(O)CCC, CCCCCC1CCc2cc(O)c(F)c(F)c2O1, CC(C)OC(=O)N=NC(=O)OC(C)C, O, c1ccc(P(c2ccccc2)c2ccccc2)cc1. The product is C#CC(CCC)Oc1cc2c(c(F)c1F)OC(CCCCC)CC2. RXN SMILES: [CH2:59]1[O:60][CH2:61][CH2:62][CH2:63]1.[CH:19]#[C:20][CH:21]([CH2:22][CH2:23][CH3:24])[OH:25].[F:1][c:2]1[c:3]([OH:18])[cH:4][c:5]2[c:10]([c:11]1[F:12])[O:9][CH:8]([CH2:13][CH2:14][CH2:15][CH2:16][CH3:17])[CH2:7][CH2:6]2.[O:45]=[C:46]([O:47][CH:48]([CH3:49])[CH3:50])[N:51]=[N:52][C:53]([O:54][CH:55]([CH3:56])[CH3:57])=[O:58].[OH2:64].[c:26]1([P:27]([c:28]2[cH:29][cH:30][cH:31][cH:32][cH:33]2)[c:34]2[cH:35][cH:36][cH:37][cH:38][cH:39]2)[cH:40][cH:41][cH:42][cH:43][cH:44]1>>[F:1][c:2]1[c:3]([O:18][CH:21]([C:20]#[CH:19])[CH2:22][CH2:23][CH3:24])[cH:4][c:5]2[c:10]([c:11]1[F:12])[O:9][CH:8]([CH2:13][CH2:14][CH2:15][CH2:16][CH3:17])[CH2:7][CH2:6]2. The reactants are FC(C(=O)O)(F)F.FC(C(=O)O)(F)F.FC(C(=O)O)(F)F.ClC=1C=NC=2NC=3C=NC=C(CCC4=C(C=CC(NC1N2)=C4)OCCC4CCNCC4)C3 (6-chloro-12-(2-piperidin-4-ylethoxy)-2,4,8,18,22-pentaazatetracyclo[14.3.1.1(3,7).1(9,13)]docosa-1(20),3(22),4,6,9(21),10,12,16,18-nonaene tris(trifluoroacetate)), N(=C=O)C1=CC=C(C#N)C=C1 (4-isocyanatobenzonitrile). Product: FC(C(=O)O)(F)F.FC(C(=O)O)(F)F.ClC=1C=NC=2NC=3C=NC=C(CCC4=C(C=CC(NC1N2)=C4)OCCC4CCN(CC4)C(=O)NC4=CC=C(C=C4)C#N)C3 (4-(2-{[6-Chloro-2,4,8,18,22-pentaazatetracyclo[14.3.1.1(3,7).1(9,13)]docosa-1(20),3(22),4,6,9(21),10,12,16,18-nonaen-12-yl]oxy}ethyl)-N-(4-cyanophenyl)piperidine-1-carboxamide bis(trifluoroacetate)). Yield: 40.0%. As a reaction SMILES: [F:1][C:2]([F:7])([F:6])[C:3]([OH:5])=[O:4].[F:8][C:9]([F:14])([F:13])[C:10]([OH:12])=[O:11].FC(F)(F)C(O)=O.[Cl:22][C:23]1[CH:24]=[N:25][C:26]2[NH:27][C:28]3[CH:29]=[N:30][CH:31]=[C:32]([CH:53]=3)[CH2:33][CH2:34][C:35]3[CH:43]=[C:39]([NH:40][C:41]=1[N:42]=2)[CH:38]=[CH:37][C:36]=3[O:44][CH2:45][CH2:46][CH:47]1[CH2:52][CH2:51][NH:50][CH2:49][CH2:48]1.[N:54]([C:57]1[CH:64]=[CH:63][C:60]([C:61]#[N:62])=[CH:59][CH:58]=1)=[C:55]=[O:56]>>[F:1][C:2]([F:7])([F:6])[C:3]([OH:5])=[O:4].[F:8][C:9]([F:14])([F:13])[C:10]([OH:12])=[O:11].[Cl:22][C:23]1[CH:24]=[N:25][C:26]2[NH:27][C:28]3[CH:29]=[N:30][CH:31]=[C:32]([CH:53]=3)[CH2:33][CH2:34][C:35]3[CH:43]=[C:39]([NH:40][C:41]=1[N:42]=2)[CH:38]=[CH:37][C:36]=3[O:44][CH2:45][CH2:46][CH:47]1[CH2:48][CH2:49][N:50]([C:55]([NH:54][C:57]2[CH:64]=[CH:63][C:60]([C:61]#[N:62])=[CH:59][CH:58]=2)=[O:56])[CH2:51][CH2:52]1 |f:0.1.2.3,5.6.7|. Procedure: The desired compound was prepared according to the procedure of Example D41 using 6-chloro-12-(2-piperidin-4-ylethoxy)-2,4,8,18,22-pentaazatetracyclo[14.3.1.1(3,7).1(9,13)]docosa-1(20),3(22),4,6,9(21),10,12,16,18-nonaene tris(trifluoroacetate) and 4-isocyanatobenzonitrile as the starting materials in 40% yield. LCMS for C32H32ClN8O2 (M+H)+: m/z=595.0. Reactants: Cl (Hydrochloric acid), CC=1OC=CC1C (2,3-dimethylfuran), C(C1=CC=CC=C1)(=O)Cl (benzoyl chloride), [Cl-].[Al+3].[Cl-].[Cl-] (aluminum chloride). The solvent is C(=S)=S (carbon disulfide), C(=S)=S (Carbon disulfide). Run at time 30 minute. Yields the product CC=1C=C(OC1C)C(=O)C1=CC=CC=C1 ((4,5-dimethylfuran-2-yl)-phenyl-methanone). Yield: 24.0%. Reaction SMILES: [C:1](Cl)(=[O:8])[C:2]1[CH:7]=[CH:6][CH:5]=[CH:4][CH:3]=1.[Cl-].[Al+3].[Cl-].[Cl-].[CH3:14][C:15]1[O:16][CH:17]=[CH:18][C:19]=1[CH3:20].Cl>C(=S)=S>[CH3:20][C:19]1[CH:18]=[C:17]([C:1]([C:2]2[CH:7]=[CH:6][CH:5]=[CH:4][CH:3]=2)=[O:8])[O:16][C:15]=1[CH3:14] |f:1.2.3.4|. Procedure: Carbon disulfide (35 ml) was added to benzoyl chloride (7.3 g) and anhydrous aluminum chloride (7.0 g) under an argon atmosphere, and a solution of 2,3-dimethylfuran (5.0 g) in carbon disulfide (35 ml) was added dropwise thereto at 10° C. The mixture was then stirred for 30 min while raising the temperature to room temperature. 10% Hydrochloric acid (200 ml) was added to the reaction solution, and the mixture was extracted with dichloromethane. The dichloromethane layer was then washed with wate... The reactants are COC(=O)C=1C(=C2C=C(C(N(C2=CN1)CC1=CC=C(C=C1)C#N)=O)Br)O (3-bromo-1-(4-cyano-benzyl)-5-hydroxy-2-oxo-1,2-dihydro-[1,7]naphthyridine-6-carboxylic acid methyl ester), C1(=CC=CC=C1)[Sn](CCCC)(CCCC)CCCC (PhSnBu3), Cl (HCl), CCOC(=O)C (EtOAc). Reagents/catalysts: Cl[Pd]([P](C1=CC=CC=C1)(C2=CC=CC=C2)C3=CC=CC=C3)([P](C4=CC=CC=C4)(C5=CC=CC=C5)C6=CC=CC=C6)Cl (PdCl2(PPh3)2). The solvent is CN(C)C=O (DMF), [Cl-].[Na+].O (brine). Conditions: temperature 120 celsius. The product is COC(=O)C=1C(=C2C=C(C(N(C2=CN1)CC1=CC=C(C=C1)C#N)=O)C1=CC=CC=C1)O (1-(4-Cyano-benzyl)-5-hydroxy-2-oxo-3-phenyl-1,2-dihydro-[1,7]naphthyridine-6-carboxylic acid methyl ester). The yield is 40.5%. RXN SMILES: [CH3:1][O:2][C:3]([C:5]1[C:6]([OH:26])=[C:7]2[C:12](=[CH:13][N:14]=1)[N:11]([CH2:15][C:16]1[CH:21]=[CH:20][C:19]([C:22]#[N:23])=[CH:18][CH:17]=1)[C:10](=[O:24])[C:9](Br)=[CH:8]2)=[O:4].[C:27]1([Sn](CCCC)(CCCC)CCCC)[CH:32]=[CH:31][CH:30]=[CH:29][CH:28]=1.CCOC(C)=O.Cl>CN(C=O)C.[Cl-].[Na+].O.Cl[Pd](Cl)([P](C1C=CC=CC=1)(C1C=CC=CC=1)C1C=CC=CC=1)[P](C1C=CC=CC=1)(C1C=CC=CC=1)C1C=CC=CC=1>[CH3:1][O:2][C:3]([C:5]1[C:6]([OH:26])=[C:7]2[C:12](=[CH:13][N:14]=1)[N:11]([CH2:15][C:16]1[CH:21]=[CH:20][C:19]([C:22]#[N:23])=[CH:18][CH:17]=1)[C:10](=[O:24])[C:9]([C:27]1[CH:32]=[CH:31][CH:30]=[CH:29][CH:28]=1)=[CH:8]2)=[O:4] |f:5.6.7,^1:63,82|. Reported procedure: A mixture of 3-bromo-1-(4-cyano-benzyl)-5-hydroxy-2-oxo-1,2-dihydro-[1,7]naphthyridine-6-carboxylic acid methyl ester (100 mg, 0.24 mmol), PhSnBu3 (0.1 mL, 0.29 mmol), and PdCl2(PPh3)2 (34 mg, 0.048 mmol) in DMF (5 mL) was heated at 120° C. under nitrogen atmosphere for 2 h. After the mixture was cooled to r.t., brine (5 mL) and EtOAc (15 mL) were added. 1 M HCl was added until pH was about 3. The aqueous layer was extracted with additional EtOAc and the organic layers were combined, washed with... Starting materials: C1(=CC=CC=C1)N(C1=CC=CC=C1)C1=CC=CC=C1 (triphenylamine), CC(C)([O-])C.[Na+] (sodium tert-butoxide), NC1=CC=CC=C1 (aniline), Wittig salt, 1,1′-bis(diphenylphosphine) ferrocene, BrC1=CC=C(C=C1)OC (4-bromoanisole). Conditions: time 25 minute. As a reaction SMILES: [C:1]1([N:7]([C:14]2[CH:19]=[CH:18][CH:17]=[CH:16][CH:15]=2)[C:8]2[CH:13]=[CH:12][CH:11]=[CH:10][CH:9]=2)[CH:6]=[CH:5][CH:4]=[CH:3][CH:2]=1.BrC1C=CC([O:27][CH3:28])=CC=1.C[C:30](C)([O-:32])C.[Na+].NC1C=CC=CC=1>C1(C)C=CC=CC=1.[Cl-].[Na+].O.C1C=CC(/C=C/C(/C=C/C2C=CC=CC=2)=O)=CC=1.C1C=CC(/C=C/C(/C=C/C2C=CC=CC=2)=O)=CC=1.C1C=CC(/C=C/C(/C=C/C2C=CC=CC=2)=O)=CC=1.[Pd].[Pd]>[CH3:30][O:32][C:17]1[CH:16]=[CH:15][C:14]([N:7]([C:1]2[CH:2]=[CH:3][C:4]([O:27][CH3:28])=[CH:5][CH:6]=2)[C:8]2[CH:13]=[CH:12][CH:11]=[CH:10][CH:9]=2)=[CH:19][CH:18]=1 |f:2.3,6.7.8,9.10.11.12.13|. The reagents and catalysts are C=1C=CC(=CC1)/C=C/C(=O)/C=C/C2=CC=CC=C2.C=1C=CC(=CC1)/C=C/C(=O)/C=C/C2=CC=CC=C2.C=1C=CC(=CC1)/C=C/C(=O)/C=C/C2=CC=CC=C2.[Pd].[Pd] (tris(dibenzylideneacetone)-dipalladium(0)). The solvent is [Cl-].[Na+].O (brine), C1(=CC=CC=C1)C (toluene). Product: COC1=CC=C(C=C1)N(C1=CC=CC=C1)C1=CC=C(C=C1)OC (Bis(4-methoxyphenyl)phenylamine). Reported procedure: The synthesis of the triphenylamine donor Wittig salt follows the schematic in FIG. 9. To a solution of 4.975 g (5.43 mmol) of tris(dibenzylideneacetone)-dipalladium(0) and 4.519 g (8.15 mmol) of 1,1′-bis(diphenylphosphine)-ferrocene in 680 mL toluene under nitrogen was added 68.46 mL (0.245 mol) of 4-bromoanisole and was allowed to stir for 25 minutes. Then, sodium tert-butoxide (59.36 g, 0.618 mol) and aniline (22.5 mL, 0.236 mol) were added to the solution and stirred at 90° C. for approximat...